Dataset: the Open Reaction Database (ORD), a public repository of structured organic reaction records. Task: describe an organic reaction: reactants, conditions, products, and yield The reactants are S(=O)(Cl)Cl (thionyl chloride), FC1=CC=C(C=C1)C1=CC=C(C(=N1)C)CO ([6-(4-Fluor-phenyl)-2-methyl-pyridin-3-yl]-methanol). Solvent: CN(C=O)C (N,N-dimethylformamide). Conditions: time 3 hour. Yields the product ClCC=1C(=NC(=CC1)C1=CC=C(C=C1)F)C (3-Chloromethyl-6-(4-fluoro-phenyl)-2-methyl-pyridine). The yield is 97.6%. Reaction SMILES: S(Cl)([Cl:3])=O.[F:5][C:6]1[CH:11]=[CH:10][C:9]([C:12]2[N:17]=[C:16]([CH3:18])[C:15]([CH2:19]O)=[CH:14][CH:13]=2)=[CH:8][CH:7]=1>CN(C)C=O>[Cl:3][CH2:19][C:15]1[C:16]([CH3:18])=[N:17][C:12]([C:9]2[CH:10]=[CH:11][C:6]([F:5])=[CH:7][CH:8]=2)=[CH:13][CH:14]=1. Procedure details: 10.1 g (6.2 ml, 85 mmol) thionyl chloride is added drop by drop within 15 min. at 0° C. to a solution of 0.2 ml N,N-dimethylformamide (DMF) and 9.24 g (42.5 mmol) [6-(4-Fluor-phenyl)-2-methyl-pyridin-3-yl]-methanol, and stirred for 3 h at room temperature (r.t.) The mixture is poured on ice/sodium bicarbonate solution, the organic phase separated, washed with water, dried (sodium sulphate), and evaporated. 9.78 g (97%) of the title compound were obtained. Reactants: BrC(C(=O)OCC)(F)F (ethyl bromodifluoroacetate), FC1=C(C=CC=C1)C(C)=N[S@](=O)C(C)(C)C ((R)—N-(1-(2-Fluorophenyl)ethylidene)-2-methylpropane-2-sulfinamide), C(C)[Zn]CC (Diethyl zinc). Reagents/catalysts: C1=CC=C(C=C1)P(C2=CC=CC=C2)C3=CC=CC=C3.C1=CC=C(C=C1)P(C2=CC=CC=C2)C3=CC=CC=C3.C1=CC=C(C=C1)P(C2=CC=CC=C2)C3=CC=CC=C3.[Cl-].[Rh] (Tris(triphenylphosphine)rhodium(I) chloride). Run in O1CCCC1 (tetrahydrofuran). Reaction conditions: temperature 0 celsius, time 1 hour. The product is CC(C)([S@@](=O)N[C@](C(C(=O)OCC)(F)F)(C)C1=C(C=CC=C1)F)C ((R)-ethyl 3-((R)-1,1-dimethylethylsulfinamido)-2,2-difluoro-3-(2-fluorophenyl)butanoate). Yield: 59.7%. As a reaction SMILES: [F:1][C:2]1[CH:7]=[CH:6][CH:5]=[CH:4][C:3]=1[C:8](=[N:10][S@@:11]([C:13]([CH3:16])([CH3:15])[CH3:14])=[O:12])[CH3:9].Br[C:18]([F:25])([F:24])[C:19]([O:21][CH2:22][CH3:23])=[O:20].C([Zn]CC)C>O1CCCC1.C1C=CC(P(C2C=CC=CC=2)C2C=CC=CC=2)=CC=1.C1C=CC(P(C2C=CC=CC=2)C2C=CC=CC=2)=CC=1.C1C=CC(P(C2C=CC=CC=2)C2C=CC=CC=2)=CC=1.[Cl-].[Rh]>[CH3:16][C:13]([CH3:14])([S@:11]([NH:10][C@@:8]([C:3]1[CH:4]=[CH:5][CH:6]=[CH:7][C:2]=1[F:1])([CH3:9])[C:18]([F:25])([F:24])[C:19]([O:21][CH2:22][CH3:23])=[O:20])=[O:12])[CH3:15] |f:4.5.6.7.8|. Procedure: Tris(triphenylphosphine)rhodium(I) chloride (1.50 g, 1.62 mmol) was placed in a dry round bottom flask. The flask was evacuated and filled with argon (×3). (R)—N-(1-(2-Fluorophenyl)ethylidene)-2-methylpropane-2-sulfinamide (15.6 g, 64.6 mmol) was dissolved in tetrahydrofuran (265 ml) (dried over 4 Å MS) and added to the reaction flask followed by ethyl bromodifluoroacetate (26.2 g, 16.6 ml, 129 mmol). The dark red/orange reaction mixture was cooled to 0° C. using an ice/water bath. Diethyl zinc ... Reaction SMILES: [Cl:1][c:2]1[cH:3][cH:4][c:5]([C:8]([CH:9]([CH3:10])[CH3:11])=[N:12][OH:13])[cH:6][cH:7]1.[H-:29].[Na+:30].[O:14]([c:15]1[cH:16][cH:17][cH:18][cH:19][cH:20]1)[c:21]1[cH:22][c:23]([CH2:24][Br:25])[cH:26][cH:27][cH:28]1.[O:31]1[CH2:32][CH2:33][CH2:34][CH2:35]1>>[Cl:1][c:2]1[cH:3][cH:4][c:5]([C:8]([CH:9]([CH3:10])[CH3:11])=[N:12][O:13][CH2:24][c:23]2[cH:22][c:21]([O:14][c:15]3[cH:16][cH:17][cH:18][cH:19][cH:20]3)[cH:28][cH:27][cH:26]2)[cH:6][cH:7]1. The product is CC(C)C(=NOCc1cccc(Oc2ccccc2)c1)c1ccc(Cl)cc1. Starting materials: CC(C)C(=NO)c1ccc(Cl)cc1, [H-], [Na+], BrCc1cccc(Oc2ccccc2)c1, C1CCOC1. Reactants: OCCCCCCCCCCCC(=O)C1=C(C=C(C(=C1O)OC)OC)C (6-(12-hydroxy-1-oxododecyl)-2,3-dimethoxy-5-methylphenol), Cl(=O)(=O)(=O)O (perchloric acid), C(C)(=O)O (acetic acid). Reagents/catalysts: [C].[Pd] (palladium-carbon). Product: C(C)(=O)OCCCCCCCCCCCCC1=C(C=C(C(=C1O)OC)OC)C (6-(12-acetoxydodecyl)-2,3-dimethoxy-5-methylphenol). As a reaction SMILES: [OH:1][CH2:2][CH2:3][CH2:4][CH2:5][CH2:6][CH2:7][CH2:8][CH2:9][CH2:10][CH2:11][CH2:12][C:13]([C:15]1[C:20]([OH:21])=[C:19]([O:22][CH3:23])[C:18]([O:24][CH3:25])=[CH:17][C:16]=1[CH3:26])=O.Cl(O)(=O)(=O)=O.[C:32](O)(=[O:34])[CH3:33]>[C].[Pd]>[C:32]([O:1][CH2:2][CH2:3][CH2:4][CH2:5][CH2:6][CH2:7][CH2:8][CH2:9][CH2:10][CH2:11][CH2:12][CH2:13][C:15]1[C:20]([OH:21])=[C:19]([O:22][CH3:23])[C:18]([O:24][CH3:25])=[CH:17][C:16]=1[CH3:26])(=[O:34])[CH3:33] |f:3.4|. Reported procedure: To a solution of 6-(12-hydroxy-1-oxododecyl)-2,3-dimethoxy-5-methylphenol (6.4 g) in acetic acid (150 ml) are added 5% palladium-carbon (50% hydrous) (1.1 g) and 70% perchloric acid (0.1 ml) and the mixture is subjected to the catalytic reduction at atmospheric temperature and pressure. After the absorption of hydrogen has been completed, the catalyst is filtered off and the filtrate is concentrated under reduced pressure. The residue is extracted with dichloromethane and the dichloromethane lay... Reactants: BrC=1C(=NC=CC1)[C@H](CC1=CC(=CC(=C1)F)F)NC(OC(C)(C)C)=O ((S)-tert-butyl (1-(3-bromopyridin-2-yl)-2-(3,5-difluorophenyl)ethyl)carbamate), ClC1=C2C(=NN(C2=C(C=C1)B1OC(C(O1)(C)C)(C)C)C)NS(=O)(=O)C (N-(4-chloro-1-methyl-7-(4,4,5,5-tetramethyl-1,3,2-dioxaborolan-2-yl)-1H-indazol-3-yl)methanesulfonamide). Reagents/catalysts: C1CCC(CC1)P(C2CCCCC2)C3CCCCC3.C1CCC(CC1)P(C2CCCCC2)C3CCCCC3.Cl[Pd]Cl (PdCl2[P(cy)3]2). Run in C(=O)(O)[O-].[Na+] (NaHCO3), O1CCOCC1 (1,4-dioxane). Reaction conditions: temperature 150 celsius. The product is ClC1=C2C(=NN(C2=C(C=C1)C=1C(=NC=CC1)[C@H](CC1=CC(=CC(=C1)F)F)NC(OC(C)(C)C)=O)C)NS(=O)(=O)C ((S)-tert-butyl (1-(3-(4-chloro-1-methyl-3-(methylsulfonamido)-1H-indazol-7-yl)pyridin-2-yl)-2-(3,5-difluorophenyl)ethyl)carbamate). Reaction SMILES: Br[C:2]1[C:3]([C@@H:8]([NH:18][C:19](=[O:25])[O:20][C:21]([CH3:24])([CH3:23])[CH3:22])[CH2:9][C:10]2[CH:15]=[C:14]([F:16])[CH:13]=[C:12]([F:17])[CH:11]=2)=[N:4][CH:5]=[CH:6][CH:7]=1.[Cl:26][C:27]1[CH:35]=[CH:34][C:33](B2OC(C)(C)C(C)(C)O2)=[C:32]2[C:28]=1[C:29]([NH:46][S:47]([CH3:50])(=[O:49])=[O:48])=[N:30][N:31]2[CH3:45]>O1CCOCC1.C([O-])(O)=O.[Na+].C1CCC(P(C2CCCCC2)C2CCCCC2)CC1.C1CCC(P(C2CCCCC2)C2CCCCC2)CC1.Cl[Pd]Cl>[Cl:26][C:27]1[CH:35]=[CH:34][C:33]([C:2]2[C:3]([C@@H:8]([NH:18][C:19](=[O:25])[O:20][C:21]([CH3:23])([CH3:22])[CH3:24])[CH2:9][C:10]3[CH:15]=[C:14]([F:16])[CH:13]=[C:12]([F:17])[CH:11]=3)=[N:4][CH:5]=[CH:6][CH:7]=2)=[C:32]2[C:28]=1[C:29]([NH:46][S:47]([CH3:50])(=[O:49])=[O:48])=[N:30][N:31]2[CH3:45] |f:3.4,5.6.7|. Procedure: (S)-tert-butyl (1-(3-bromopyridin-2-yl)-2-(3,5-difluorophenyl)ethyl)carbamate (1.0 g, 2.42 mmol), N-(4-chloro-1-methyl-7-(4,4,5,5-tetramethyl-1,3,2-dioxaborolan-2-yl)-1H-indazol-3-yl)methanesulfonamide (1.12 g, 2.90 mmol), and PdCl2[P(cy)3]2 (89.0 mg, 0.121 mmol) were suspended in 1,4-dioxane (108 mL) and 1.0 M aqueous NaHCO3 (36 mL). The reaction mixture was degassed by bubbling argon for 5 minutes then sealed and heated 150° C. for 15 minutes in a microwave reactor. Upon cooling, the reaction ... Starting materials: CNCC1OC(n2cnc3c(N)ncnc32)C2OC(C)(C)OC12, CO, O=C1CC(NC(=O)OCc2ccccc2)C1. Product: CN(CC1OC(n2cnc3c(N)ncnc32)C2OC(C)(C)OC12)C1CC(NC(=O)OCc2ccccc2)C1. As a reaction SMILES: [CH3:1][C:2]1([CH3:23])[O:3][CH:4]2[CH:5]([O:6]1)[CH:7]([CH2:20][NH:21][CH3:22])[O:8][CH:9]2[n:10]1[c:11]2[n:12][cH:13][n:14][c:15]([NH2:19])[c:16]2[n:17][cH:18]1.[CH3:40][OH:41].[O:24]=[C:25]1[CH2:26][CH:27]([NH:29][C:30]([O:31][CH2:32][c:33]2[cH:34][cH:35][cH:36][cH:37][cH:38]2)=[O:39])[CH2:28]1>>[CH3:1][C:2]1([CH3:23])[O:3][CH:4]2[CH:5]([O:6]1)[CH:7]([CH2:20][N:21]([CH3:22])[CH:25]1[CH2:26][CH:27]([NH:29][C:30]([O:31][CH2:32][c:33]3[cH:34][cH:35][cH:36][cH:37][cH:38]3)=[O:39])[CH2:28]1)[O:8][CH:9]2[n:10]1[c:11]2[n:12][cH:13][n:14][c:15]([NH2:19])[c:16]2[n:17][cH:18]1. The reactants are [H-].[Na+] (sodium hydride), Cl.ClCCN1CCOCC1 (N-(2-chloroethyl)morpholine hydrochloride), CN1C=2C(C(NC3=C1C=CC=C3)=O)=CSC2 (4,9-dihydro-4-methyl-10H-thieno[3,4-b] [1,5]benzodiazepin-10-one). Solvent: CN(C=O)C (dimethylformamide). Conditions: time 18 hour. The product is CN1C=2C(C(N(C3=C1C=CC=C3)CCN3CCOCC3)=O)=CSC2 (4,9-Dihydro-4-methyl-9-(2-morpholinoethyl)-10H-thieno[3,4-b] [1,5]benzodiazepin-10-one). Reaction SMILES: [H-].[Na+].Cl.Cl[CH2:5][CH2:6][N:7]1[CH2:12][CH2:11][O:10][CH2:9][CH2:8]1.[CH3:13][N:14]1[C:20]2[CH:21]=[CH:22][CH:23]=[CH:24][C:19]=2[NH:18][C:17](=[O:25])[C:16]2=[CH:26][S:27][CH:28]=[C:15]12>CN(C)C=O>[CH3:13][N:14]1[C:20]2[CH:21]=[CH:22][CH:23]=[CH:24][C:19]=2[N:18]([CH2:5][CH2:6][N:7]2[CH2:12][CH2:11][O:10][CH2:9][CH2:8]2)[C:17](=[O:25])[C:16]2=[CH:26][S:27][CH:28]=[C:15]12 |f:0.1,2.3|. Procedure: A mixture of 0.31 g. of 55% sodium hydride-mineral oil dispersion and 0.65 g. of N-(2-chloroethyl)morpholine hydrochloride in 25 ml. of dry dimethylformamide is stirred at room temperature for 0.5 hours. To the mixture is added 0.40 g. of 4,9-dihydro-4-methyl-10H-thieno[3,4-b] [1,5]benzodiazepin-10-one and stirring is continued for 18 hours. The reaction mixture is cooled, quenched with water and extracted with chloroform. The dried chloroform extracts are concentrated to dryness and the solid r...